This data is from the Open Reaction Database (ORD), a public repository of structured organic reaction records. The task is: describe an organic reaction: reactants, conditions, products, and yield The reactants are CC(=O)[O-], CO, Cl, CC(=O)c1cccc(C(F)(F)F)c1, NO, [Na+], O, O, O. Product: CC(=NO)c1cccc(C(F)(F)F)c1. RXN SMILES: [C:20]([O-:21])(=[O:22])[CH3:23].[CH3:25][OH:26].[ClH:14].[F:1][C:2]([c:3]1[cH:4][c:5]([C:9]([CH3:10])=[O:11])[cH:6][cH:7][cH:8]1)([F:12])[F:13].[NH2:15][OH:16].[Na+:24].[OH2:17].[OH2:18].[OH2:19]>>[F:1][C:2]([c:3]1[cH:4][c:5]([C:9]([CH3:10])=[N:15][OH:16])[cH:6][cH:7][cH:8]1)([F:12])[F:13]. The reactants are [Si](C)(C)(Cl)Cl (SiMe2Cl2), CC=1C=C(C=C(C1)C)C1=C2C=C([CH-]C2=CC=C1)C.[Li+] (lithium 4-(3,5-dimethylphenyl)-2-methylindenide). Solvent: C1CCOC1 (THF). Yields the product CC=1C=C(C=C(C1)C)C1=C2C=C(CC2=CC=C1)C (4-(3′,5′-dimethylphenyl)-2-methylindene). The yield is 96.5%. RXN SMILES: [Si](Cl)(Cl)(C)C.[CH3:6][C:7]1[CH:8]=[C:9]([C:14]2[CH:22]=[CH:21][CH:20]=[C:19]3[C:15]=2[CH:16]=[C:17]([CH3:23])[CH-:18]3)[CH:10]=[C:11]([CH3:13])[CH:12]=1.[Li+]>C1COCC1>[CH3:13][C:11]1[CH:10]=[C:9]([C:14]2[CH:22]=[CH:21][CH:20]=[C:19]3[C:15]=2[CH:16]=[C:17]([CH3:23])[CH2:18]3)[CH:8]=[C:7]([CH3:6])[CH:12]=1 |f:1.2|. Procedure: SiMe2Cl2 (1.2 g, 9.4 mmol) was dissolved in 80 mL of THF. While stirring, lithium 4-(3,5-dimethylphenyl)-2-methylindenide (4.5 g, 18.7 mmol) was added as a dry powder and the contents were allowed to stir overnight at room temperature. The solvent was removed in vacuo and the residue was taken up in pentane and filtered to remove LiCl salts. The pentane was removed in vacuo to yield a flaky white solid (4.23 g, 87%). The reactants are Cl (hydrochloric acid), CC1=C(N=C(O1)C1=CC=CC=C1)COC1=CC=C(CN2N=C(C(=C2)C(=O)OCC)C=2SC=CC2)C=C1 (ethyl 1-[4-(5-methyl-2-phenyl-4-oxazolylmethoxy)benzyl]-3-(2-thienyl)-1H-pyrazole-4-carboxylate), [OH-].[Na+] (sodium hydroxide), O1CCCC1 (tetrahydrofuran). The solvent is C(C)O (ethanol). Conditions: temperature 80 celsius, time 5 hour. The product is CC1=C(N=C(O1)C1=CC=CC=C1)COC1=CC=C(CN2N=C(C(=C2)C(=O)O)C=2SC=CC2)C=C1 (1-[4-(5-methyl-2-phenyl-4-oxazolylmethoxy)benzyl]-3-(2-thienyl)-1H-pyrazole -4-carboxylic acid). Yield: 88.3%. RXN SMILES: [CH3:1][C:2]1[O:6][C:5]([C:7]2[CH:12]=[CH:11][CH:10]=[CH:9][CH:8]=2)=[N:4][C:3]=1[CH2:13][O:14][C:15]1[CH:36]=[CH:35][C:18]([CH2:19][N:20]2[CH:24]=[C:23]([C:25]([O:27]CC)=[O:26])[C:22]([C:30]3[S:31][CH:32]=[CH:33][CH:34]=3)=[N:21]2)=[CH:17][CH:16]=1.[OH-].[Na+].O1CCCC1.Cl>C(O)C>[CH3:1][C:2]1[O:6][C:5]([C:7]2[CH:8]=[CH:9][CH:10]=[CH:11][CH:12]=2)=[N:4][C:3]=1[CH2:13][O:14][C:15]1[CH:16]=[CH:17][C:18]([CH2:19][N:20]2[CH:24]=[C:23]([C:25]([OH:27])=[O:26])[C:22]([C:30]3[S:31][CH:32]=[CH:33][CH:34]=3)=[N:21]2)=[CH:35][CH:36]=1 |f:1.2|. Procedure details: A mixture of ethyl 1-[4-(5-methyl-2-phenyl-4-oxazolylmethoxy)benzyl]-3-(2-thienyl)-1H-pyrazole-4-carboxylate (900 mg), 1N sodium hydroxide solution (3 ml), tetrahydrofuran (5 ml), and ethanol (5 ml) was stirred at 80° C. for 5 hours. After cooling, 1N hydrochloric acid (3 ml) was added to the mixture, and the mixture was extracted with ethyl acetate. The ethyl acetate layer was washed with saturated aqueous sodium chloride solution, dried (MgSO4), and concentrated. The resulting colorless crysta... The reactants are OC=1C(NN=C(C1)CCC1=CC=CC=C1)=O (4-hydroxy-6-(2-phenylethyl)pyridazin-3(2H)-one), C(C1=CC=CC=C1)OC=1N=NC(=CC1OCC1=CC=CC=C1)C#CC1=C(C=C(C=C1)C(F)(F)F)F (3,4-bis(benzyloxy)-6-{2-[2-fluoro-4-(trifluoromethyl)phenyl]-ethynyl}pyridazine), C(C1=CC=CC=C1)OC=1N=NC(=CC1OCC1=CC=CC=C1)C#CC1=C(C=C(C=C1)C(F)(F)F)F (3,4-bis(benzyloxy)-6-{2-[2-fluoro-4-(trifluoromethyl)phenyl]-ethynyl}pyridazine). Run in C1CCOC1 (THF). The product is FC1=C(C=CC(=C1)C(F)(F)F)CCC=1C=C(C(NN1)=O)O (6-{2-[2-fluoro-4-(trifluoromethyl)phenyl]ethyl}-4-hydroxy-2,3-dihydropyridazin-3-one). Yield: 29.0%. RXN SMILES: OC1C(=O)NN=C(CCC2C=CC=CC=2)C=1.C([O:24][C:25]1[N:26]=[N:27][C:28]([C:39]#[C:40][C:41]2[CH:46]=[CH:45][C:44]([C:47]([F:50])([F:49])[F:48])=[CH:43][C:42]=2[F:51])=[CH:29][C:30]=1[O:31]CC1C=CC=CC=1)C1C=CC=CC=1>C1COCC1>[F:51][C:42]1[CH:43]=[C:44]([C:47]([F:49])([F:50])[F:48])[CH:45]=[CH:46][C:41]=1[CH2:40][CH2:39][C:28]1[CH:29]=[C:30]([OH:31])[C:25](=[O:24])[NH:26][N:27]=1. Reported procedure: Prepared as described for 4-hydroxy-6-(2-phenylethyl)pyridazin-3(2H)-one (Example 1) from 3,4-bis(benzyloxy)-6-{2-[2-fluoro-4-(trifluoromethyl)phenyl]-ethynyl}pyridazine (Intermediate 70) except that THF was used as the solvent. The reaction was filtered through diatomaceous earth flushing with further tetrahydrofuran and concentrated in vacuo. The residue was purified by column chromatography (silica C18 cartridge; eluting with 0-65% acetonitrile in water with acid modifier). The appropriate fr... Starting materials: BrC1=NC=CC(=C1)[C@H](CC#N)NC(=O)C=1C2=C(C=NC1)N(N=C2)C2=CC=C(C=C2)F (1-(4-fluorophenyl)-1H-pyrazolo[3,4-c]pyridine-4-carboxylic acid [(S)-1-(2-bromo-pyridin-4-yl)-2-cyano-ethyl]-amide), CS(=O)[O-].[Na+] (sodium methanesulfinate), [Cl-].[NH4+] (ammonium chloride), CNCCNC (N,N′-dimethylethylenediamine). Reagents/catalysts: [I+].[Cu+] (copper (I) iodine). The solvent is CS(=O)C (DMSO), C(C)(=O)OCC (ethyl acetate), C(C)(=O)OCC (ethyl acetate). Run at temperature 130 celsius, time 45 minute. The product is C(#N)C[C@@H](C1=CC(=NC=C1)S(=O)(=O)C)NC(=O)C=1C2=C(C=NC1)N(N=C2)C2=CC=C(C=C2)F (1-(4-Fluorophenyl)-1H-pyrazolo[3,4-c]pyridine-4-carboxylic acid [(S)-2-cyano-1-(2-methanesulfonyl-pyridin-4-yl)-ethyl]-amide). As a reaction SMILES: Br[C:2]1[CH:7]=[C:6]([C@@H:8]([NH:12][C:13]([C:15]2[C:16]3[CH:23]=[N:22][N:21]([C:24]4[CH:29]=[CH:28][C:27]([F:30])=[CH:26][CH:25]=4)[C:17]=3[CH:18]=[N:19][CH:20]=2)=[O:14])[CH2:9][C:10]#[N:11])[CH:5]=[CH:4][N:3]=1.[CH3:31][S:32]([O-:34])=[O:33].[Na+].CNCCNC.[Cl-].[NH4+]>CS(C)=O.C(OCC)(=O)C.[I+].[Cu+]>[C:10]([CH2:9][C@H:8]([NH:12][C:13]([C:15]1[C:16]2[CH:23]=[N:22][N:21]([C:24]3[CH:29]=[CH:28][C:27]([F:30])=[CH:26][CH:25]=3)[C:17]=2[CH:18]=[N:19][CH:20]=1)=[O:14])[C:6]1[CH:5]=[CH:4][N:3]=[C:2]([S:32]([CH3:31])(=[O:34])=[O:33])[CH:7]=1)#[N:11] |f:1.2,4.5,8.9,^3:53|. Procedure details: A solution of 1-(4-fluorophenyl)-1H-pyrazolo[3,4-c]pyridine-4-carboxylic acid [(S)-1-(2-bromo-pyridin-4-yl)-2-cyano-ethyl]-amide (122 mg, 0.262 mmol), sodium methanesulfinate (53.5 mg, 0.524 mmol) and copper (I) iodine (99.8 mg, 0.524 mmol) in DMSO (2.5 mL) was evacuated and purged with argon three times and warmed at 130° C. After 45 minutes, the reaction was cooled to room temperature and N,N′-dimethylethylenediamine (112 μL, 1.05 mmol) was added. The mixture stirred for 30 minutes and was the...